Dataset: the Open Reaction Database (ORD), a public repository of structured organic reaction records. Task: describe an organic reaction: reactants, conditions, products, and yield Starting materials: [Si](C)(C)(C(C)(C)C)OC1CCC(CC1)NC1=C(C=CC=C1)I ([4-(tert-butyldimethylsilanyloxy)cyclohexyl]-(2-iodophenyl)amine), C1(CC1)C#C (cyclopropylacetylene). The reagents and catalysts are Cl[Pd]([P](C1=CC=CC=C1)(C2=CC=CC=C2)C3=CC=CC=C3)([P](C4=CC=CC=C4)(C5=CC=CC=C5)C6=CC=CC=C6)Cl (bis(triphenylphosphine)palladium(II) chloride), [Cu]I (copper(I) iodide). Run in C(C)N(CC)CC (triethylamine). Conditions: time 8 hour. Yields the product [Si](C)(C)(C(C)(C)C)OC1CCC(CC1)NC1=C(C=CC=C1)C#CC1CC1 ([4-(tert-Butyldimethylsilanyloxy)cyclohexyl]-(2-cyclopropylethynylphenyl)amine). RXN SMILES: [Si:1]([O:8][CH:9]1[CH2:14][CH2:13][CH:12]([NH:15][C:16]2[CH:21]=[CH:20][CH:19]=[CH:18][C:17]=2I)[CH2:11][CH2:10]1)([C:4]([CH3:7])([CH3:6])[CH3:5])([CH3:3])[CH3:2].[CH:23]1([C:26]#[CH:27])[CH2:25][CH2:24]1>C(N(CC)CC)C.[Cu]I.Cl[Pd](Cl)([P](C1C=CC=CC=1)(C1C=CC=CC=1)C1C=CC=CC=1)[P](C1C=CC=CC=1)(C1C=CC=CC=1)C1C=CC=CC=1>[Si:1]([O:8][CH:9]1[CH2:14][CH2:13][CH:12]([NH:15][C:16]2[CH:21]=[CH:20][CH:19]=[CH:18][C:17]=2[C:27]#[C:26][CH:23]2[CH2:25][CH2:24]2)[CH2:11][CH2:10]1)([C:4]([CH3:7])([CH3:6])[CH3:5])([CH3:3])[CH3:2] |^1:39,58|. Reported procedure: To a solution of [4-(tert-butyldimethylsilanyloxy)cyclohexyl]-(2-iodophenyl)amine (4.47 g, 10.4 mmol) in triethylamine (70 mL) was added copper(I) iodide (198 mg, 1.04 mmol), followed by bis(triphenylphosphine)palladium(II) chloride (730 mg, 1.04 mmol) and cyclopropylacetylene (1.73 mL, 20.8 mmol). The reaction was stirred under nitrogen at room temperature overnight. After the reaction mixture was concentrated, the residue was dissolved in ether and filtered through Celite. Concentration gave t... Reactants: C1CCOC1, COCCOCCOCCOCCO, ClCc1ccc(CCl)cc1, [H-], [Na+]. Product: COCCOCCOCCOCCOCc1ccc(CCl)cc1. As a reaction SMILES: [CH2:27]1[O:28][CH2:29][CH2:30][CH2:31]1.[CH3:1][O:2][CH2:3][CH2:4][O:5][CH2:6][CH2:7][O:8][CH2:9][CH2:10][O:11][CH2:12][CH2:13][OH:14].[Cl:17][CH2:18][c:19]1[cH:20][cH:21][c:22]([CH2:25][Cl:26])[cH:23][cH:24]1.[H-:16].[Na+:15]>>[CH3:1][O:2][CH2:3][CH2:4][O:5][CH2:6][CH2:7][O:8][CH2:9][CH2:10][O:11][CH2:12][CH2:13][O:14][CH2:25][c:22]1[cH:21][cH:20][c:19]([CH2:18][Cl:17])[cH:24][cH:23]1. The reactants are ClC=1C=CC(=C(C1)C(CCC)C(C1=CC=C(C(=O)O)C=C1)C(=O)N)N1CCCCC1 (4-[(1-(5-chloro-2-piperidinophenyl)-1-butyl)-aminocarbonylmethyl]-benzoic acid), [H][H] (hydrogen). The reagents and catalysts are [Pd] (palladium/charcoal). Solvent: C(C)O (ethanol). Run at time 2 hour. Product: N1(CCCCC1)C1=C(C=CC=C1)C(CCC)C(C1=CC=C(C(=O)O)C=C1)C(=O)N (4-[(1-(2-Piperidino-phenyl)-1-butyl)-aminocarbonylmethyl]-benzoic acid). Reaction SMILES: Cl[C:2]1[CH:3]=[CH:4][C:5]([N:25]2[CH2:30][CH2:29][CH2:28][CH2:27][CH2:26]2)=[C:6]([CH:8]([CH:12]([C:22]([NH2:24])=[O:23])[C:13]2[CH:21]=[CH:20][C:16]([C:17]([OH:19])=[O:18])=[CH:15][CH:14]=2)[CH2:9][CH2:10][CH3:11])[CH:7]=1.[H][H]>C(O)C.[Pd]>[N:25]1([C:5]2[CH:4]=[CH:3][CH:2]=[CH:7][C:6]=2[CH:8]([CH:12]([C:22]([NH2:24])=[O:23])[C:13]2[CH:21]=[CH:20][C:16]([C:17]([OH:19])=[O:18])=[CH:15][CH:14]=2)[CH2:9][CH2:10][CH3:11])[CH2:26][CH2:27][CH2:28][CH2:29][CH2:30]1. Reported procedure: One gram (2.33 m mol) of 4-[(1-(5-chloro-2-piperidinophenyl)-1-butyl)-aminocarbonylmethyl]-benzoic acid in 40 ml of absolute ethanol was hydrogenated on 0.5 gm of 10% palladium/charcoal at 50° C. and under 5 bar of hydrogen. After two hours, the catalyst was filtered off over kieselguhr, and the filtrate was concentrated by evaporation in vacuo. The evaporation residue was distributed at pH 6 between water and ethyl acetate. The organic extract was washed with water, dried, filtered, and evapora... Starting materials: COC1=CC=C(C(=N1)NCCN1CCC(CC1)NC(OC(C)(C)C)=O)[N+](=O)[O-] (1,1-dimethylethyl [1-(2-{[6-(methyloxy)-3-nitro-2-pyridinyl]amino}ethyl)-4-piperidinyl]carbamate). The reagents and catalysts are [Pd] (palladium on charcoal). Solvent: C(C)O (ethanol). Yields the product NC=1C(=NC(=CC1)OC)NCCN1CCC(CC1)NC(OC(C)(C)C)=O (1,1-Dimethylethyl [1-(2-{[3-amino-6-(methyloxy)-2-pyridinyl]amino}ethyl)-4-piperidinyl]carbamate). Isolated yield 100.8%. RXN SMILES: [CH3:1][O:2][C:3]1[N:8]=[C:7]([NH:9][CH2:10][CH2:11][N:12]2[CH2:17][CH2:16][CH:15]([NH:18][C:19](=[O:25])[O:20][C:21]([CH3:24])([CH3:23])[CH3:22])[CH2:14][CH2:13]2)[C:6]([N+:26]([O-])=O)=[CH:5][CH:4]=1>C(O)C.[Pd]>[NH2:26][C:6]1[C:7]([NH:9][CH2:10][CH2:11][N:12]2[CH2:13][CH2:14][CH:15]([NH:18][C:19](=[O:25])[O:20][C:21]([CH3:23])([CH3:22])[CH3:24])[CH2:16][CH2:17]2)=[N:8][C:3]([O:2][CH3:1])=[CH:4][CH:5]=1. Procedure: A solution of 1,1-dimethylethyl [1-(2-{[6-(methyloxy)-3-nitro-2-pyridinyl]amino}ethyl)-4-piperidinyl]carbamate (3.0 g, 7.6 mmol) in ethanol (500 ml) was hydrogenated for 2 hours over 10% palladium on charcoal (50% dispersion with water, 1.5 g). The mixture was filtered, evaporated, and azeotroped with chloroform to afford a purple oil (2.8 g, 100%). Starting materials: OC=1C=C(C=CC1OC)NC1=C(C=NC2=C(C=C(C=C12)[N+](=O)[O-])OC)C#N (4-(3-hydroxy-4-methoxy-phenylamino)-8-methoxy-6-nitro-quinoline-3-carbonitrile). Reagents/catalysts: [Fe] (iron). The product is NC=1C=C2C(=C(C=NC2=C(C1)OC)C#N)NC1=CC(=C(C=C1)OC)O (6-Amino-4-(3-hydroxy-4-methoxy-phenylamino)-8-methoxy-quinoline-3-carbonitrile). Reaction SMILES: [OH:1][C:2]1[CH:3]=[C:4]([NH:10][C:11]2[C:20]3[C:15](=[C:16]([O:24][CH3:25])[CH:17]=[C:18]([N+:21]([O-])=O)[CH:19]=3)[N:14]=[CH:13][C:12]=2[C:26]#[N:27])[CH:5]=[CH:6][C:7]=1[O:8][CH3:9]>[Fe]>[NH2:21][C:18]1[CH:19]=[C:20]2[C:15](=[C:16]([O:24][CH3:25])[CH:17]=1)[N:14]=[CH:13][C:12]([C:26]#[N:27])=[C:11]2[NH:10][C:4]1[CH:5]=[CH:6][C:7]([O:8][CH3:9])=[C:2]([OH:1])[CH:3]=1. Reported procedure: Using the method described in Example 196, 0.1 g of 4-(3-hydroxy-4-methoxy-phenylamino)-8-methoxy-6-nitro-quinoline-3-carbonitrile and 0.09 g of iron was converted to the title compound: :MP=215° C. (dec) Procedure details: To a solution of 4-(6-chloro-4-(ethoxycarbonyl)chroman-7-yloxy)benzoic acid (0.050 g, 0.13 mmol), 1-(3,4-difluorophenyl)-1H-pyrazol-3-amine (0.028 g, 0.15 mmol), and 3H-[1,2,3]triazolo[4,5-b]pyridin-3-ol (0.018 g, 0.13 mmol) in DMF (0.7 ml) was added 1-(3-dimethylaminopropyl)-3-ethylcarbodiimide hydrochloride (0.028 g, 0.15 mmol), and the reaction was allowed to stir at ambient temperature for 60 hours. The reaction was diluted with EtOAc and washed with 10% citric acid, saturated sodium bicarbo... Solvent: CN(C)C=O (DMF), CCOC(=O)C (EtOAc). Reaction conditions: time 60 hour. The yield is 92.3%. As a reaction SMILES: [Cl:1][C:2]1[CH:3]=[C:4]2[C:9](=[CH:10][C:11]=1[O:12][C:13]1[CH:21]=[CH:20][C:16]([C:17]([OH:19])=O)=[CH:15][CH:14]=1)[O:8][CH2:7][CH2:6][CH:5]2[C:22]([O:24][CH2:25][CH3:26])=[O:23].[F:27][C:28]1[CH:29]=[C:30]([N:35]2[CH:39]=[CH:38][C:37]([NH2:40])=[N:36]2)[CH:31]=[CH:32][C:33]=1[F:34].N1C2C(=NC=CC=2)N(O)N=1.Cl.CN(C)CCCN=C=NCC>CN(C=O)C.CCOC(C)=O>[Cl:1][C:2]1[CH:3]=[C:4]2[C:9](=[CH:10][C:11]=1[O:12][C:13]1[CH:14]=[CH:15][C:16]([C:17](=[O:19])[NH:40][C:37]3[CH:38]=[CH:39][N:35]([C:30]4[CH:31]=[CH:32][C:33]([F:34])=[C:28]([F:27])[CH:29]=4)[N:36]=3)=[CH:20][CH:21]=1)[O:8][CH2:7][CH2:6][CH:5]2[C:22]([O:24][CH2:25][CH3:26])=[O:23] |f:3.4|. Reactants: ClC=1C=C2C(CCOC2=CC1OC1=CC=C(C(=O)O)C=C1)C(=O)OCC (4-(6-chloro-4-(ethoxycarbonyl)chroman-7-yloxy)benzoic acid), FC=1C=C(C=CC1F)N1N=C(C=C1)N (1-(3,4-difluorophenyl)-1H-pyrazol-3-amine), N1=NN(C2=NC=CC=C21)O (3H-[1,2,3]triazolo[4,5-b]pyridin-3-ol), Cl.CN(CCCN=C=NCC)C (1-(3-dimethylaminopropyl)-3-ethylcarbodiimide hydrochloride). Yields the product ClC=1C=C2C(CCOC2=CC1OC1=CC=C(C=C1)C(NC1=NN(C=C1)C1=CC(=C(C=C1)F)F)=O)C(=O)OCC (ethyl 6-chloro-7-(4-(1-(3,4-difluorophenyl)-1H-pyrazol-3-ylcarbamoyl)phenoxy)chroman-4-carboxylate).